From a dataset of the Open Reaction Database (ORD), a public repository of structured organic reaction records. describe an organic reaction: reactants, conditions, products, and yield Procedure: A mixture of trans-ethyl 5-nitro-4-(2,4,5-trifluorophenyl)cyclohex-1-enecarboxylate (500 g, 1.59 mol) and Fe powder (90 g, 1.6 mol) in ethanol (3.2 L) and 2 M HCl (3.2 L) was heated to 45° C., whereupon the internal temperature of the reaction increased to 65° C. over the course of 0.5 hours. After the internal temperature had fallen to 45° C., a second portion of Fe powder (135 g, 2.4 mol) was added, resulting in an increase in internal temperature to 73° C. After thirty minutes, a third aliquo... The yield is 75.8%. Reaction SMILES: [N+:1]([C@@H:4]1[CH2:9][C:8]([C:10]([O:12][CH2:13]C)=[O:11])=[CH:7][CH2:6][C@H:5]1[C:15]1[CH:20]=[C:19]([F:21])[C:18]([F:22])=[CH:17][C:16]=1[F:23])([O-])=O>C(O)C.Cl.[Fe]>[NH2:1][C@@H:4]1[CH2:9][C:8]([C:10]([O:12][CH3:13])=[O:11])=[CH:7][CH2:6][C@H:5]1[C:15]1[CH:20]=[C:19]([F:21])[C:18]([F:22])=[CH:17][C:16]=1[F:23]. The reagents and catalysts are [Fe] (Fe), [Fe] (Fe), [Fe] (Fe). Run at temperature 45 celsius, time 1 hour. Product: N[C@H]1[C@@H](CC=C(C1)C(=O)OC)C1=C(C=C(C(=C1)F)F)F (Methyl trans-5-amino-4-(2,4,5-trifluorophenyl)cyclohex-1-enecarboxylate). Solvent: C(C)O (ethanol), Cl (HCl). Reactants: [N+](=O)([O-])[C@H]1[C@@H](CC=C(C1)C(=O)OCC)C1=C(C=C(C(=C1)F)F)F (trans-ethyl 5-nitro-4-(2,4,5-trifluorophenyl)cyclohex-1-enecarboxylate). Starting materials: ClC=1C(=NC(=NC1C)C)NCC1=CC(=C(C=C1)O)OC (4-[(5-chloro-2,6-dimethyl-pyrimidin-4-ylamino)methyl]-2-methoxyphenol), ClC=1C=CC=2N(N1)C(=CN2)[N+](=O)[O-] (6-chloro-3-nitroimidazo[1,2-b]pyridazine), C([O-])([O-])=O.[K+].[K+] (potassium carbonate). The solvent is CN(C=O)C (dimethylformamide). The product is ClC=1C(=NC(=NC1C)C)NCC1=CC(=C(C=C1)OC=1C=CC=2N(N1)C(=CN2)[N+](=O)[O-])OC ((5-Chloro-2,6-dimethylpyrimidin-4-yl)[3-methoxy-4-(3-nitroimidazo[1,2-b]pyridazin-6-yloxy)-benzyl]amine). Reaction SMILES: [Cl:1][C:2]1[C:3]([NH:10][CH2:11][C:12]2[CH:17]=[CH:16][C:15]([OH:18])=[C:14]([O:19][CH3:20])[CH:13]=2)=[N:4][C:5]([CH3:9])=[N:6][C:7]=1[CH3:8].Cl[C:22]1[CH:23]=[CH:24][C:25]2[N:26]([C:28]([N+:31]([O-:33])=[O:32])=[CH:29][N:30]=2)[N:27]=1.C(=O)([O-])[O-].[K+].[K+]>CN(C)C=O>[Cl:1][C:2]1[C:3]([NH:10][CH2:11][C:12]2[CH:17]=[CH:16][C:15]([O:18][C:22]3[CH:23]=[CH:24][C:25]4[N:26]([C:28]([N+:31]([O-:33])=[O:32])=[CH:29][N:30]=4)[N:27]=3)=[C:14]([O:19][CH3:20])[CH:13]=2)=[N:4][C:5]([CH3:9])=[N:6][C:7]=1[CH3:8] |f:2.3.4|. Reported procedure: In analogy to the method described in example 1, 1.25 g (4.25 mmol) of 4-[(5-chloro-2,6-dimethyl-pyrimidin-4-ylamino)methyl]-2-methoxyphenol (from example B3), 0.86 g (4.25 mmol) of 6-chloro-3-nitroimidazo[1,2-b]pyridazine and 3.0 g (21.25 mmol) of potassium carbonate are reacted in 25 ml of dimethylformamide. After chromatography on silica gel (mobile phase: gradient toluene/dioxane 5:1 to 2:1) and crystallization from methylene chloride/methanol, 1.24 g (64%) of the title compound are isolated... The reactants are BrCCCCCCc1ccco1, O=C([O-])[O-], CC#N, Cl, [I-], [K+], [K+], [Na+], Oc1ccc(C2=NCCO2)cc1. The product is c1coc(CCCCCCOc2ccc(C3=NCCO3)cc2)c1. As a reaction SMILES: [Br:1][CH2:2][CH2:3][CH2:4][CH2:5][CH2:6][CH2:7][c:8]1[o:9][cH:10][cH:11][cH:12]1.[C:28](=[O:29])([O-:30])[O-:31].[CH3:34][C:35]#[N:36].[ClH:15].[I-:14].[K+:32].[K+:33].[Na+:13].[O:16]1[C:17]([c:21]2[cH:22][cH:23][c:24]([OH:27])[cH:25][cH:26]2)=[N:18][CH2:19][CH2:20]1>>[CH2:2]([CH2:3][CH2:4][CH2:5][CH2:6][CH2:7][c:8]1[o:9][cH:10][cH:11][cH:12]1)[O:27][c:24]1[cH:23][cH:22][c:21]([C:17]2=[N:18][CH2:19][CH2:20][O:16]2)[cH:26][cH:25]1.